This data is from the Open Reaction Database (ORD), a public repository of structured organic reaction records. The task is: describe an organic reaction: reactants, conditions, products, and yield The reactants are ClC1=CC(=C(C=C1)F)F (4-chloro-1,2-difluorobenzene), OS(=O)(=O)O (H2SO4), [N+](=O)(O)[O-] (HNO3). Run in ice water. Conditions: time 5 hour. Yields the product ClC1=C(C=C(C(=C1)F)F)[N+](=O)[O-] (1-chloro-4,5-difluoro-2-nitrobenzene). The yield is 96.8%. RXN SMILES: [Cl:1][C:2]1[CH:7]=[CH:6][C:5]([F:8])=[C:4]([F:9])[CH:3]=1.OS(O)(=O)=O.[N+:15]([O-])([OH:17])=[O:16]>>[Cl:1][C:2]1[CH:3]=[C:4]([F:9])[C:5]([F:8])=[CH:6][C:7]=1[N+:15]([O-:17])=[O:16]. Procedure: To a flask was added 4-chloro-1,2-difluorobenzene (8.97 g, 60.4 mmol), followed by adding 98% con. H2SO4 (16.1 mL, 302 mmol) and 65% con. HNO3 (5.0 mL, 66.4 mmol) at 0° C. The mixture was stirred at rt for 5 hours, then poured into ice water (500 mL). The resulted mixture was extracted with ethyl acetate (200 mL×3). The combined organic phase were washed with saturated aqueous NaHCO3 solution (200 mL×2) and brine (200 mL), dried over anhydrous Na2SO4, and concentrated in vacuo to give the title ...